Dataset: the Open Reaction Database (ORD), a public repository of structured organic reaction records. Task: describe an organic reaction: reactants, conditions, products, and yield The reactants are C(C)(C)(C)OC(=O)N([C@@H](CCCNC(N)=N)C(=O)C(CCC[C@H](N)C(=O)N1[C@H](C(=O)O)CCC1)N)[N+](=O)[O-] (ε-(tert-butoxycarbonylnitroarginyl)lysylproline), FC(C(=O)O)(F)F (trifluoroacetic acid). Yields the product FC(C(=O)[O-])(F)F (trifluoroacetate), [N+](=O)([O-])N[C@@H](CCCNC(N)=N)C(=O)C(CCC[C@H](N)C(=O)N1[C@H](C(=O)O)CCC1)N (ε-(nitroarginyl) lysylproline). As a reaction SMILES: C(OC([N:8]([N+:36]([O-:38])=[O:37])[C@H:9]([C:17]([CH:19]([NH2:35])[CH2:20][CH2:21][CH2:22][C@@H:23]([C:25]([N:27]1[CH2:34][CH2:33][CH2:32][C@H:28]1[C:29]([OH:31])=[O:30])=[O:26])[NH2:24])=[O:18])[CH2:10][CH2:11][CH2:12][NH:13][C:14](=[NH:16])[NH2:15])=O)(C)(C)C.[F:39][C:40]([F:45])([F:44])[C:41]([OH:43])=[O:42]>>[F:39][C:40]([F:45])([F:44])[C:41]([O-:43])=[O:42].[N+:36]([NH:8][C@H:9]([C:17]([CH:19]([NH2:35])[CH2:20][CH2:21][CH2:22][C@@H:23]([C:25]([N:27]1[CH2:34][CH2:33][CH2:32][C@H:28]1[C:29]([OH:31])=[O:30])=[O:26])[NH2:24])=[O:18])[CH2:10][CH2:11][CH2:12][NH:13][C:14](=[NH:15])[NH2:16])([O-:38])=[O:37]. Procedure: the product of stage (d) is treated with trifluoroacetic acid to obtain trifluoroacetate of α-benzyloxycarbonyl, ε-(nitroarginyl) lysylproline; Reactants: CC(C)(C)OC(=O)N1CC(O)CC1COc1ccccc1CCCCc1ccccc1, Cl, C1COCCO1. Product: Cl, OC1CNC(COc2ccccc2CCCCc2ccccc2)C1. Reaction SMILES: [C:2]([O:3][C:4](=[O:5])[N:9]1[CH:10]([CH2:15][O:16][c:17]2[c:18]([CH2:23][CH2:24][CH2:25][CH2:26][c:27]3[cH:28][cH:29][cH:30][cH:31][cH:32]3)[cH:19][cH:20][cH:21][cH:22]2)[CH2:11][CH:12]([OH:14])[CH2:13]1)([CH3:6])([CH3:7])[CH3:8].[ClH:1].[O:33]1[CH2:34][CH2:35][O:36][CH2:37][CH2:38]1>>[ClH:1].[NH:9]1[CH:10]([CH2:15][O:16][c:17]2[c:18]([CH2:23][CH2:24][CH2:25][CH2:26][c:27]3[cH:28][cH:29][cH:30][cH:31][cH:32]3)[cH:19][cH:20][cH:21][cH:22]2)[CH2:11][CH:12]([OH:14])[CH2:13]1. Run in CC(C)O (2-propanol). Reactants: C(CC(=O)C)(=O)OCCC#N (2-cyanoethyl acetoacetate), O1CCOC2=C1C=CC(=C2)C=O (1,4-benzodioxan-6-carboxaldehyde), N1CCCCC1 (piperidine), C(C)(=O)O (acetic acid). Isolated yield 27.0%. Procedure: A mixture of 2-cyanoethyl acetoacetate (5.00 g, 32.2 mmol), 1,4-benzodioxan-6-carboxaldehyde (5.29 g, 32.2 mmol), piperidine (137 mg, 1.61 mmol) and acetic acid (97 mg, 1.6 mmol) in 70 ml of 2-propanol was stirred at r.t. for 48 hrs. After evaporation of solvent, the product was purified by chromatography (SiO2, AcOEt: Hexane, 60:10). 2-[(3,4-Ethylenedioxyphenyl)methylene]-3-oxobutanoic acid 2-cyanoethyl ester was obtained as a yellowish oil (2.64 g, 27% yield). Product: C(#N)CCOC(C(C(C)=O)=CC1=CC2=C(C=C1)OCCO2)=O (2-[(3,4-Ethylenedioxyphenyl)methylene]-3-oxobutanoic acid 2-cyanoethyl ester), oil. Reaction SMILES: [C:1]([O:7][CH2:8][CH2:9][C:10]#[N:11])(=[O:6])[CH2:2][C:3]([CH3:5])=[O:4].[O:12]1[C:17]2[CH:18]=[CH:19][C:20]([CH:22]=O)=[CH:21][C:16]=2[O:15][CH2:14][CH2:13]1.N1CCCCC1.C(O)(=O)C>CC(O)C>[C:10]([CH2:9][CH2:8][O:7][C:1](=[O:6])[C:2](=[CH:22][C:20]1[CH:19]=[CH:18][C:17]2[O:12][CH2:13][CH2:14][O:15][C:16]=2[CH:21]=1)[C:3](=[O:4])[CH3:5])#[N:11]. Reaction conditions: time 48 hour. Reactants: [Al+3], O=C1CCCC(=O)O1, CCCCCc1ccccc1, [Cl-], [Cl-], [Cl-], Cl. Yields the product CCCCCc1ccc(C(=O)CCCC(=O)O)cc1. RXN SMILES: [Al+3:21].[C:1]1(=[O:8])[CH2:2][CH2:3][CH2:4][C:5](=[O:6])[O:7]1.[CH2:9]([CH2:10][CH2:11][CH2:12][CH3:13])[c:14]1[cH:15][cH:16][cH:17][cH:18][cH:19]1.[Cl-:20].[Cl-:22].[Cl-:23].[ClH:24]>>[C:1]([CH2:2][CH2:3][CH2:4][C:5](=[O:6])[c:17]1[cH:16][cH:15][c:14]([CH2:9][CH2:10][CH2:11][CH2:12][CH3:13])[cH:19][cH:18]1)([OH:7])=[O:8]. Reactants: C[Si](C)(C)[N-][Si](C)(C)C.[Li+] (lithium bis(trimethylsilyl)amide), CN1C(CCC1)=O (1-methyl-2-pyrrolidinone), C(CCC)C=1NC2=CC=C(C=C2C(N1)=O)C=O (2-butyl-1,4-dihydro-4-oxo-6-quinazolinecarboxaldehyde). The solvent is O1CCCC1 (tetrahydrofuran). Conditions: temperature -78 celsius, time 0.5 hour. Yields the product C(CCC)C=1NC2=CC=C(C=C2C(N1)=O)C(C1C(N(CC1)C)=O)O (2-Butyl-6-[hydroxy(1-methyl-2-oxo-3-pyrrolidinyl)methyl]-4(1H)-quinazolinone). As a reaction SMILES: [CH3:1][N:2]1[CH2:6][CH2:5][CH2:4][C:3]1=[O:7].C[Si]([N-][Si](C)(C)C)(C)C.[Li+].[CH2:18]([C:22]1[NH:23][C:24]2[C:29]([C:30](=[O:32])[N:31]=1)=[CH:28][C:27]([CH:33]=[O:34])=[CH:26][CH:25]=2)[CH2:19][CH2:20][CH3:21]>O1CCCC1>[CH2:18]([C:22]1[NH:23][C:24]2[C:29]([C:30](=[O:32])[N:31]=1)=[CH:28][C:27]([CH:33]([OH:34])[CH:4]1[CH2:5][CH2:6][N:2]([CH3:1])[C:3]1=[O:7])=[CH:26][CH:25]=2)[CH2:19][CH2:20][CH3:21] |f:1.2|. Procedure: To a solution of 0.834 ml of 1-methyl-2-pyrrolidinone in 10 ml of tetrahydrofuran is added dropwise with stirring 8.69 ml of lithium bis(trimethylsilyl)amide (1.0M in tetrahydrofuran) at -78° C. Following complete addition, 500 mg of 2-butyl-1,4-dihydro-4-oxo-6-quinazolinecarboxaldehyde is rapidly added and the reactants stirred at -78° C. for 4 1/2 hours. The reaction mixture is quenched with 10 ml of saturated ammonium chloride and allowed to warm to room temperature followed by evaporation of... Reactants: O1C(COC2=C1C=CC=C2)CN2CC(CCC2)(C)C(C)(C)O (2-[1-(2,3-dihydrobenzo[1,4]dioxin-2-ylmethyl)-3-methylpiperidin-3-yl]propan-2-ol), C(C)OC(=O)C1(CN(CCC1)CC1COC2=C(O1)C=CC=C2)CC (1-(2,3-dihydrobenzo[1,4]dioxin-2-ylmethyl)-3-ethylpiperidine-3-carboxylic acid ethyl ester), C[Mg]Br (methyl magnesium bromide). Product: O1C(COC2=C1C=CC=C2)CN2CC(CCC2)(CC)C(C)=O (1-[1-(2,3-Dihydrobenzo[1,4]dioxin-2-ylmethyl)-3-ethylpiperidin-3-yl]ethanone). RXN SMILES: [O:1]1[C:6]2[CH:7]=[CH:8][CH:9]=[CH:10][C:5]=2[O:4][CH2:3][CH:2]1[CH2:11][N:12]1[CH2:17][CH2:16][CH2:15][C:14]([C:19]([OH:22])([CH3:21])C)([CH3:18])[CH2:13]1.[CH2:23](OC(C1(CC)CCCN(CC2OC3C=CC=CC=3OC2)C1)=O)C.C[Mg]Br>>[O:1]1[C:6]2[CH:7]=[CH:8][CH:9]=[CH:10][C:5]=2[O:4][CH2:3][CH:2]1[CH2:11][N:12]1[CH2:17][CH2:16][CH2:15][C:14]([C:19](=[O:22])[CH3:21])([CH2:18][CH3:23])[CH2:13]1. Procedure details: The procedure described for 2-[1-(2,3-dihydrobenzo[1,4]dioxin-2-ylmethyl)-3-methylpiperidin-3-yl]propan-2-ol was repeated except that 1-(2,3-dihydrobenzo[1,4]dioxin-2-ylmethyl)-3-ethylpiperidine-3-carboxylic acid ethyl ester was used as starting material and only one instead of three equivalents of methyl magnesium bromide was used. Starting materials: ClC1=CC2=C(N=N1)CCCCCC2 (3-chloro-5,6,7,8,9,10-hexahydrocycloocta[c]pyridazine), O.NN (hydrazine hydrate). The product is N(N)C1=CC2=C(N=N1)CCCCCC2 (3-Hydrazino-5,6,7,8,9,10-hexahydrocycloocta [c]pyridazine). RXN SMILES: Cl[C:2]1[N:7]=[N:6][C:5]2[CH2:8][CH2:9][CH2:10][CH2:11][CH2:12][CH2:13][C:4]=2[CH:3]=1.O.[NH2:15][NH2:16]>>[NH:15]([C:2]1[N:7]=[N:6][C:5]2[CH2:8][CH2:9][CH2:10][CH2:11][CH2:12][CH2:13][C:4]=2[CH:3]=1)[NH2:16] |f:1.2|. Procedure details: 11.7 g of 3-chloro-5,6,7,8,9,10-hexahydrocycloocta[c]pyridazine and 60 cc of hydrazine hydrate are reacted in accordance with the process described in Example 1. The orange-coloured solution is completely concentrated, and the remaining crystalline crude title compound is washed with water. M.P. 145°-148° (decomp., from absolute ethanol). Reactants: C[O-], CN(C)P(=O)(N(C)C)N(C)C, O=C(O)c1cc(Cl)cc(Cl)c1, Cl, [Na+]. Product: COc1cc(Cl)cc(C(=O)O)c1. RXN SMILES: [CH3:12][O-:13].[CH3:16][N:17]([CH3:18])[P:19]([N:20]([CH3:21])[CH3:22])([N:23]([CH3:24])[CH3:25])=[O:26].[Cl:1][c:2]1[cH:3][c:4]([C:5](=[O:6])[OH:7])[cH:8][c:9]([Cl:11])[cH:10]1.[ClH:15].[Na+:14]>>[Cl:1][c:2]1[cH:3][c:4]([C:5](=[O:6])[OH:7])[cH:8][c:9]([O:13][CH3:12])[cH:10]1.